This data is from the Open Reaction Database (ORD), a public repository of structured organic reaction records. The task is: describe an organic reaction: reactants, conditions, products, and yield The reactants are O (water), BrCC1=C(C(=CC=C1)C(F)(F)F)C (1-(bromomethyl)-2-methyl-3-(trifluoromethyl)benzene), C([O-])([O-])=O.[K+].[K+] (potassium carbonate), BrC1=CC(=CC=2NC=NC21)[N+](=O)[O-] (4-bromo-6-nitro-1H-benzo[d]imidazole). The solvent is CN(C=O)C (N,N-Dimethylformamide). Conditions: temperature 60 celsius, time 1 hour. Product: BrC1=CC(=CC=2N(C=NC21)CC2=C(C(=CC=C2)C(F)(F)F)C)[N+](=O)[O-] (4-bromo-1-(2-methyl-3-(trifluoromethyl)benzyl)-6-nitro-1H-benzo[d]imidazole). Isolated yield 30.2%. As a reaction SMILES: [Br:1][C:2]1[C:10]2[N:9]=[CH:8][NH:7][C:6]=2[CH:5]=[C:4]([N+:11]([O-:13])=[O:12])[CH:3]=1.Br[CH2:15][C:16]1[CH:21]=[CH:20][CH:19]=[C:18]([C:22]([F:25])([F:24])[F:23])[C:17]=1[CH3:26].C(=O)([O-])[O-].[K+].[K+].O>CN(C)C=O>[Br:1][C:2]1[C:10]2[N:9]=[CH:8][N:7]([CH2:15][C:16]3[CH:21]=[CH:20][CH:19]=[C:18]([C:22]([F:23])([F:24])[F:25])[C:17]=3[CH3:26])[C:6]=2[CH:5]=[C:4]([N+:11]([O-:13])=[O:12])[CH:3]=1 |f:2.3.4|. Procedure details: Into a 250 mL round bottomed flask charged with 4-bromo-6-nitro-1H-benzo[d]imidazole (5 g, 20.66 mmol) in N,N-Dimethylformamide (DMF) (100 mL) was added 1-(bromomethyl)-2-methyl-3-(trifluoromethyl)benzene (7.84 g, 31.0 mmol) and potassium carbonate (8.57 g, 62.0 mmol). The resulting reaction mixture was stirred 1 h at 60° C., cooled to room temperature and poured into water, extracted with ethyl acetate, washed with water, brine, dried (MgSO4) and evaporated. The residue was purified on a silica...